From a dataset of the Open Reaction Database (ORD), a public repository of structured organic reaction records. describe an organic reaction: reactants, conditions, products, and yield The reactants are ClC1=C(C(=NN1C)C1=CC(=C(C=C1)OC)C)C (5-chloro-3-(4-methoxy-3-methyl-phenyl)-1,4-dimethyl-1H-pyrazole), Br (hydrobromic acid). Run in C(C)(=O)O (acetic acid). Yields the product ClC1=C(C(=NN1C)C1=CC(=C(C=C1)O)C)C (4-(5-chloro-1,4-dimethyl-1H-pyrazol-3-yl)-2-methyl-phenol). Yield: 79.4%. As a reaction SMILES: [Cl:1][C:2]1[N:6]([CH3:7])[N:5]=[C:4]([C:8]2[CH:13]=[CH:12][C:11]([O:14]C)=[C:10]([CH3:16])[CH:9]=2)[C:3]=1[CH3:17].Br>C(O)(=O)C>[Cl:1][C:2]1[N:6]([CH3:7])[N:5]=[C:4]([C:8]2[CH:13]=[CH:12][C:11]([OH:14])=[C:10]([CH3:16])[CH:9]=2)[C:3]=1[CH3:17]. Reported procedure: A mixture of 5-chloro-3-(4-methoxy-3-methyl-phenyl)-1,4-dimethyl-1H-pyrazole (described in Reference Preparation example 92) 0.4 g, 47% hydrobromic acid 3 ml and acetic acid 3 ml was stirred with heating under reflux for fifteen hours. The solvent was distilled off and to the resulting residues was added ethyl acetate 20 ml, and the resulting mixture was stirred at room temperature for one hour. The precipitates were filtered and were washed with hexane, and were concentrated under reduced press... Starting materials: COCCOCOc1ccc(NC(=O)OC(C)(C)C)c(C(O)(C#CC2CC2)C(F)(F)F)c1, [Li]CCCC, Cc1ccccc1. Product: COCCOCOc1ccc2c(c1)C(C#CC1CC1)(C(F)(F)F)OC(=O)N2. RXN SMILES: [C:1]([CH3:3])([CH3:4])([O:5][C:6]([NH:7][c:8]1[c:9]([C:21]([OH:2])([C:22]#[C:23][CH:24]2[CH2:25][CH2:26]2)[C:27]([F:28])([F:29])[F:30])[cH:10][c:11]([O:14][CH2:15][O:16][CH2:17][CH2:18][O:19][CH3:20])[cH:12][cH:13]1)=[O:32])[CH3:31].[CH2:33]([Li:34])[CH2:35][CH2:36][CH3:37].[CH3:38][c:39]1[cH:40][cH:41][cH:42][cH:43][cH:44]1>>[O:5]1[C:6](=[O:32])[NH:7][c:8]2[c:9]([cH:10][c:11]([O:14][CH2:15][O:16][CH2:17][CH2:18][O:19][CH3:20])[cH:12][cH:13]2)[C:21]1([C:22]#[C:23][CH:24]1[CH2:25][CH2:26]1)[C:27]([F:28])([F:29])[F:30]. The reactants are [H][H] (hydrogen), [H][H] (hydrogen), CC(C(=O)N)(C)N1N=C(C(=C1)[N+](=O)[O-])C (2-methyl-2-(3-methyl-4-nitro-1H-pyrazol-1-yl)propanamide). The reagents and catalysts are [Pd] (Pd/C). Run in CO (MeOH). Yields the product NC=1C(=NN(C1)C(C(=O)N)(C)C)C (2-(4-amino-3-methyl-1H-pyrazol-1-yl)-2-methylpropanamide). Yield: 93.8%. Reaction SMILES: [CH3:1][C:2]([N:7]1[CH:11]=[C:10]([N+:12]([O-])=O)[C:9]([CH3:15])=[N:8]1)([CH3:6])[C:3]([NH2:5])=[O:4].[H][H]>CO.[Pd]>[NH2:12][C:10]1[C:9]([CH3:15])=[N:8][N:7]([C:2]([CH3:1])([CH3:6])[C:3]([NH2:5])=[O:4])[CH:11]=1. Procedure details: To a solution of 2-methyl-2-(3-methyl-4-nitro-1H-pyrazol-1-yl)propanamide (2.5 g, 11.7 mmol) in MeOH (50 mL) was added Pd/C (1 g), exchanged with nitrogen for three times then with hydrogen, and the reaction was stirred at hydrogen atmosphere (1 atm) for 1 h at ambient temperature. The solution was filtered and the filtrate was concentrated under reduced pressure to give crude 2-(4-amino-3-methyl-1H-pyrazol-1-yl)-2-methylpropanamide (2.0 g, 93%) which was used in the next step without further pu... Reactants: O=C([O-])[O-], CCOC(=O)c1sc(-c2ccc(F)cc2)nc1CBr, CCOC(=O)CNCc1ccc(OC)cc1OC, CN(C)C=O, [K+], [K+]. Product: CCOC(=O)CN(Cc1ccc(OC)cc1OC)Cc1nc(-c2ccc(F)cc2)sc1C(=O)OCC. Reaction SMILES: [C:38](=[O:39])([O-:40])[O-:41].[CH2:1]([CH3:2])[O:3][C:4](=[O:5])[c:6]1[c:7]([CH2:18][Br:19])[n:8][c:9](-[c:11]2[cH:12][cH:13][c:14]([F:17])[cH:15][cH:16]2)[s:10]1.[CH2:20]([CH3:21])[O:22][C:23]([CH2:24][NH:25][CH2:26][c:27]1[c:28]([O:35][CH3:36])[cH:29][c:30]([O:33][CH3:34])[cH:31][cH:32]1)=[O:37].[CH3:44][N:45]([CH3:46])[CH:47]=[O:48].[K+:42].[K+:43]>>[CH2:1]([CH3:2])[O:3][C:4](=[O:5])[c:6]1[c:7]([CH2:18][N:25]([CH2:24][C:23]([O:22][CH2:20][CH3:21])=[O:37])[CH2:26][c:27]2[c:28]([O:35][CH3:36])[cH:29][c:30]([O:33][CH3:34])[cH:31][cH:32]2)[n:8][c:9](-[c:11]2[cH:12][cH:13][c:14]([F:17])[cH:15][cH:16]2)[s:10]1. Reported procedure: To a stirred solution of {2-[4-(6-methoxy[1,5]naphthyridin-4-yl)phenyl]ethyl}carbamic acid tert-butyl ester (0.67 g, 1.76 mmole) in dry CH2Cl2 (75 mL) at RT was added trifluoroacetic acid (50 mL). After 2 h, the reaction solution was concentrated under vacuum and the residue dissolved in 4M HCl in dioxane (5 mL) at RT. After 1 hr, the reaction contents were concentrated and dried under high vacuum to give the crude title compound as a tan solid which was used immediately in the proceeding reacti... Run at time 2 hour. As a reaction SMILES: C(OC(=O)[NH:7][CH2:8][CH2:9][C:10]1[CH:15]=[CH:14][C:13]([C:16]2[C:25]3[C:20](=[CH:21][CH:22]=[C:23]([O:26][CH3:27])[N:24]=3)[N:19]=[CH:18][CH:17]=2)=[CH:12][CH:11]=1)(C)(C)C.FC(F)(F)C(O)=O.C(Cl)[Cl:37]>>[ClH:37].[CH3:27][O:26][C:23]1[N:24]=[C:25]2[C:20](=[CH:21][CH:22]=1)[N:19]=[CH:18][CH:17]=[C:16]2[C:13]1[CH:14]=[CH:15][C:10]([CH2:9][CH2:8][NH2:7])=[CH:11][CH:12]=1 |f:3.4|. Product: Cl.COC=1N=C2C(=CC=NC2=CC1)C1=CC=C(C=C1)CCN (2-[4-(6-Methoxy-[1,5]naphthyridin-4-yl)phenyl]ethylamine hydrochloride salt). The reactants are C(C)(C)(C)OC(NCCC1=CC=C(C=C1)C1=CC=NC2=CC=C(N=C12)OC)=O ({2-[4-(6-methoxy[1,5]naphthyridin-4-yl)phenyl]ethyl}carbamic acid tert-butyl ester), FC(C(=O)O)(F)F (trifluoroacetic acid), C(Cl)Cl (CH2Cl2). The reactants are Clc1ccnc(Cl)n1, NCCc1ccc(O)cc1, CN(C)C=O. Yields the product Oc1ccc(CCNc2nccc(Cl)n2)cc1. As a reaction SMILES: [Cl:1][c:2]1[n:3][cH:4][cH:5][c:6]([Cl:8])[n:7]1.[NH2:9][CH2:10][CH2:11][c:12]1[cH:13][cH:14][c:15]([OH:16])[cH:17][cH:18]1.[O:19]=[CH:20][N:21]([CH3:22])[CH3:23]>>[c:2]1([NH:9][CH2:10][CH2:11][c:12]2[cH:13][cH:14][c:15]([OH:16])[cH:17][cH:18]2)[n:3][cH:4][cH:5][c:6]([Cl:8])[n:7]1. Starting materials: BrC1=CC(=C(C#N)C=C1)C(F)(F)F (4-bromo-2-(trifluoromethyl)benzonitrile), C(CCC)[Sn](C=1SC=CN1)(CCCC)CCCC (2-(tributylstannyl)thiazole). The reagents and catalysts are [Pd](Cl)Cl.C1(=CC=CC=C1)P([C-]1C=CC=C1)C1=CC=CC=C1.[C-]1(C=CC=C1)P(C1=CC=CC=C1)C1=CC=CC=C1.[Fe+2] (1,1′-bis(diphenylphosphino)ferrocene-palladium(II)dichloride). The solvent is CN(C)C=O (DMF). Conditions: time 30 minute. The product is S1C(=NC=C1)C1=CC(=C(C#N)C=C1)C(F)(F)F (4-(thiazol-2-yl)-2-(trifluoromethyl)benzonitrile). Isolated yield 82.6%. Reaction SMILES: Br[C:2]1[CH:9]=[CH:8][C:5]([C:6]#[N:7])=[C:4]([C:10]([F:13])([F:12])[F:11])[CH:3]=1.C([Sn](CCCC)(CCCC)[C:19]1[S:20][CH:21]=[CH:22][N:23]=1)CCC>CN(C=O)C.[Pd](Cl)Cl.C1(P(C2C=CC=CC=2)[C-]2C=CC=C2)C=CC=CC=1.[C-]1(P(C2C=CC=CC=2)C2C=CC=CC=2)C=CC=C1.[Fe+2]>[S:20]1[CH:21]=[CH:22][N:23]=[C:19]1[C:2]1[CH:9]=[CH:8][C:5]([C:6]#[N:7])=[C:4]([C:10]([F:13])([F:12])[F:11])[CH:3]=1 |f:3.4.5.6|. Procedure: A solution of 4-bromo-2-(trifluoromethyl)benzonitrile (0.5 g, 2 mmol) in DMF (5 mL) was purged with argon and 2-(tributylstannyl)thiazole (1.12 g/0.9 mL, 3 mmol) and 1,1′-bis(diphenylphosphino)ferrocene-palladium(II)dichloride (0.14 g, 0.2 mmol) added. The reaction mixture was purged with argon for 5 min and retained in microwave for 30 min at 100° C. The reaction mixture was diluted with ice cold water (10 mL) and extracted with ethyl acetate (200 mL). The organic solvent was dried over sodium ... Starting materials: NC1=C(C(=NO1)C(F)(F)F)CCCCCC (5-amino-4-hexyl-3-trifluoromethylisoxazole), C1(=CC=CC=C1)S(=O)(=O)Cl (benzenesulfonyl chloride). The product is C(CCCCC)C=1C(=NOC1NS(=O)(=O)C1=CC=CC=C1)C(F)(F)F (N-(4-Hexyl-3-trifluoromethyl-5-isoxazolyl)benzenesulfonamide). The yield is 80.0%. RXN SMILES: [NH2:1][C:2]1[O:6][N:5]=[C:4]([C:7]([F:10])([F:9])[F:8])[C:3]=1[CH2:11][CH2:12][CH2:13][CH2:14][CH2:15][CH3:16].[C:17]1([S:23](Cl)(=[O:25])=[O:24])[CH:22]=[CH:21][CH:20]=[CH:19][CH:18]=1>>[CH2:11]([C:3]1[C:4]([C:7]([F:10])([F:9])[F:8])=[N:5][O:6][C:2]=1[NH:1][S:23]([C:17]1[CH:22]=[CH:21][CH:20]=[CH:19][CH:18]=1)(=[O:25])=[O:24])[CH2:12][CH2:13][CH2:14][CH2:15][CH3:16]. Procedure details: N-(4-Hexyl-3-trifluoromethyl-5-isoxazolyl)benzenesulfonamide was prepared as described in Example 42 from 5-amino-4-hexyl-3-trifluoromethylisoxazole and benzenesulfonyl chloride in 80% yield. Purification was achieved by recrystallizing the crude product from methanol/water to give a white needles, m.p. 128.5°-129° C. The yield is 58.1%. Reaction conditions: time 3 hour. Starting materials: C1(=CC=CC=C1)OC (Anisole), C(=O)(C(F)(F)F)O (TFA), ClC1=C(C=C(C=C1N1[C@@H]2CN([C@H](C1)C2)C)C#N)NC2=NN1C(C(=N2)N(CC2=CC=C(C=C2)OC)CC)=NC=C1C#N (2-((2-chloro-5-cyano-3-((1S,4S)-5-methyl-2,5-diazabicyclo[2.2.1]heptan-2-yl)phenyl)amino)-4-(ethyl(4-methoxybenzyl)amino)imidazo[2,1-f][1,2,4]triazine-7-carbonitrile). RXN SMILES: [Cl:1][C:2]1[C:7]([N:8]2[CH2:13][C@@H:12]3[CH2:14][C@H:9]2[CH2:10][N:11]3[CH3:15])=[CH:6][C:5]([C:16]#[N:17])=[CH:4][C:3]=1[NH:18][C:19]1[N:24]=[C:23]([N:25](CC)[CH2:26][C:27]2C=CC(OC)=CC=2)[C:22]2=[N:37][CH:38]=[C:39]([C:40]#[N:41])[N:21]2[N:20]=1.C1(OC)C=CC=CC=1.C(O)(C(F)(F)F)=O>C(Cl)CCl>[Cl:1][C:2]1[C:7]([N:8]2[CH2:13][C@@H:12]3[CH2:14][C@H:9]2[CH2:10][N:11]3[CH3:15])=[CH:6][C:5]([C:16]#[N:17])=[CH:4][C:3]=1[NH:18][C:19]1[N:24]=[C:23]([NH:25][CH2:26][CH3:27])[C:22]2=[N:37][CH:38]=[C:39]([C:40]#[N:41])[N:21]2[N:20]=1. Run in C(CCl)Cl (ClCH2CH2Cl). Procedure details: 2-((2-chloro-5-cyano-3-((1S,4S)-5-methyl-2,5-diazabicyclo[2.2.1]heptan-2-yl)phenyl)amino)-4-(ethyl(4-methoxybenzyl)amino)imidazo[2,1-f][1,2,4]triazine-7-carbonitrile (163 mg, 0.186 mmol) (crude, <=0.190 mmol) was dissolved in ClCH2CH2Cl (10 mL). Anisole (1 ml, 9.15 mmol) and TFA (2 ml, 26.0 mmol) were added and the mixture stirred at room temperature for 3 hours. The reaction mixture was evaporated to a sticky oil, dissolved in DMSO and purified by prep HPLC to give 48.5 mg of 2-((2-chloro-5-cya... The product is ClC1=C(C=C(C=C1N1[C@@H]2CN([C@H](C1)C2)C)C#N)NC2=NN1C(C(=N2)NCC)=NC=C1C#N (2-((2-chloro-5-cyano-3-((1S,4S)-5-methyl-2,5-diazabicyclo[2.2.1]heptan-2-yl)phenyl)amino)-4-(ethylamino)imidazo[2,1-f][1,2,4]triazine-7-carbonitrile).